From a dataset of the Open Reaction Database (ORD), a public repository of structured organic reaction records. describe an organic reaction: reactants, conditions, products, and yield Starting materials: C[SiH](CC)C (dimethylethylsilane), solution, C(CC=C)C1=CC=C(C=C1)Br (4-(3-butenyl)-1-bromobenzene). Reagents/catalysts: [Pt] (platinum), C1=CC=CC1.[Pt](Cl)Cl (cyclopentadiene platinum dichloride). Solvent: C1(=CC=CC=C1)C (toluene), ClCCl (dichloromethane), C1(=CC=CC=C1)C (toluene). Conditions: time 3 hour. The product is C[Si](CCCCC1=CC=C(C=C1)Br)(CC)C (4-[4-(dimethylethylsilyl)butyl]-1-bromobenzene). Isolated yield 67.9%. RXN SMILES: [CH2:1]([C:5]1[CH:10]=[CH:9][C:8]([Br:11])=[CH:7][CH:6]=1)[CH2:2][CH:3]=[CH2:4].[CH3:12][SiH:13]([CH3:16])[CH2:14][CH3:15]>C1(C)C=CC=CC=1.[Pt].ClCCl.C1CC=CC=1.[Pt](Cl)Cl>[CH3:12][Si:13]([CH3:16])([CH2:14][CH3:15])[CH2:4][CH2:3][CH2:2][CH2:1][C:5]1[CH:6]=[CH:7][C:8]([Br:11])=[CH:9][CH:10]=1 |f:5.6|. Procedure: About 20.0 g (95 mMol) of 4-(3-butenyl)-1-bromobenzene [which can be prepared, for example, by the method of P. E. Peterson et al, J. Org. Chem. 33, 972 (1968)] were dissolved in 40 ml of toluene, 2 ml of a platinum catalyst solution (0.5 percent solution of cyclopentadiene-platinum dichloride in dichloromethane) were added, and the mixture was added dropwise to a stirred solution containing 16 g (0.18 Mol) of commercially available dimethylethylsilane in 20 ml of toluene. The mixture was stirre...